From a dataset of the Open Reaction Database (ORD), a public repository of structured organic reaction records. describe an organic reaction: reactants, conditions, products, and yield Reactants: Cl.N12C[C@@H](C(CC1)CC2)NC(=O)C=2SC1=C(C2)C=CC=C1Br (N-[(3R)-1-azabicyclo[2.2.2]oct-3-yl]-7-bromo-1-benzothiophene-2-carboxamide hydrochloride), C(=O)(O)C=1C=C(C=CC1)B(O)O (3-carboxyphenylboronic acid), C([O-])([O-])=O.[Na+].[Na+] (sodium carbonate). The reagents and catalysts are C1=CC=C(C=C1)P([C-]2C=CC=C2)C3=CC=CC=C3.C1=CC=C(C=C1)P([C-]2C=CC=C2)C3=CC=CC=C3.Cl[Pd]Cl.[Fe+2] (PdCl2(dppf)), C1=CC=C(C=C1)P([C-]2C=CC=C2)C3=CC=CC=C3.C1=CC=C(C=C1)P([C-]2C=CC=C2)C3=CC=CC=C3.Cl[Pd]Cl.[Fe+2] (PdCl2(dppf)). The solvent is CN(C)C=O (DMF). Reaction conditions: temperature 60 celsius, time 18 hour. The product is Cl.N12C[C@@H](C(CC1)CC2)NC(=O)C=2SC1=C(C2)C=CC=C1C=1C=C(C(=O)O)C=CC1 (3-(2-{[(3R)-1-Azabicyclo[2.2.2]oct-3-ylamino]carbonyl}-1-benzothien-7-yl)-benzoic acid hydrochloride). As a reaction SMILES: [ClH:1].[N:2]12[CH2:9][CH2:8][CH:5]([CH2:6][CH2:7]1)[C@@H:4]([NH:10][C:11]([C:13]1[S:14][C:15]3[C:21](Br)=[CH:20][CH:19]=[CH:18][C:16]=3[CH:17]=1)=[O:12])[CH2:3]2.[C:23]([C:26]1[CH:27]=[C:28](B(O)O)[CH:29]=[CH:30][CH:31]=1)([OH:25])=[O:24].C(=O)([O-])[O-].[Na+].[Na+]>C1C=CC(P(C2C=CC=CC=2)[C-]2C=CC=C2)=CC=1.C1C=CC(P(C2C=CC=CC=2)[C-]2C=CC=C2)=CC=1.Cl[Pd]Cl.[Fe+2].CN(C=O)C>[ClH:1].[N:2]12[CH2:9][CH2:8][CH:5]([CH2:6][CH2:7]1)[C@@H:4]([NH:10][C:11]([C:13]1[S:14][C:15]3[C:21]([C:30]4[CH:31]=[C:26]([CH:27]=[CH:28][CH:29]=4)[C:23]([OH:25])=[O:24])=[CH:20][CH:19]=[CH:18][C:16]=3[CH:17]=1)=[O:12])[CH2:3]2 |f:0.1,3.4.5,6.7.8.9,11.12|. Reported procedure: 200 mg (0.50 mmol) of N-[(3R)-1-azabicyclo[2.2.2]oct-3-yl]-7-bromo-1-benzothiophene-2-carboxamide hydrochloride (Example 8A) and 82.6 mg (0.50 mmol) of 3-carboxyphenylboronic acid are introduced into 1.5 ml of DMF. Addition of 0.78 ml of 2 M sodium carbonate solution and 20.3 mg (0.02 mmol) of PdCl2(dppf) is followed by heating at 60° C. After 18 h, a further 20.3 mg (0.02 mmol) of PdCl2(dppf) are added, and the mixture is heated at 90° C. for a further 18 h. After cooling, the reaction mixture ... Reactants: N(=[N+]=[N-])[C@H]([C@@H](C(=O)OCC(C)C)O)C1=CC=CC=C1 ((2S,3S)-(+)-Isobutyl 3-azido-2-hydroxy-3-phenylpropionate). Run in C(Cl)(Cl)Cl (CHCl3). Yields the product N(=[N+]=[N-])[C@H]([C@@H](C(=O)OCC(C)C)OCC1=CC=CC=C1)C1=CC=CC=C1 ((2S,3S)-(+)-Isobutyl 3-azido-2-benzoxy-3-phenylpropionate). Reaction SMILES: [N:1]([C@@H:4]([C:14]1[CH:19]=[CH:18][CH:17]=[CH:16][CH:15]=1)[C@H:5]([OH:13])[C:6]([O:8][CH2:9][CH:10]([CH3:12])[CH3:11])=[O:7])=[N+:2]=[N-:3]>C(Cl)(Cl)Cl>[N:1]([C@@H:4]([C:14]1[CH:15]=[CH:16][CH:17]=[CH:18][CH:19]=1)[C@H:5]([O:13][CH2:4][C:14]1[CH:19]=[CH:18][CH:17]=[CH:16][CH:15]=1)[C:6]([O:8][CH2:9][CH:10]([CH3:12])[CH3:11])=[O:7])=[N+:2]=[N-:3]. Procedure details: Compound 11 (12.6 g, 47 mmol) was benzoylated, as described for 10, to yield (+)-12 (16 g, 88%):[a]D20=+54° (c 2, CHCl3); 1H NMR d 0.93 (d, J=9 Hz, 6 H), 1.75-1.91 (m, 1 H), 3.84-3.90 (m, 2 H), 5.15 (d, J=6 Hz, 1 H), 5.60 (d, J=6 Hz, 1 H), 7.34-7.61 (m, 8 H), 7.99-8.03 (m, 2 H). Starting materials: ClC1=CC=C(C=C1)C1=NC2=C(N1C(C(C)(O)C)C1CCCCC1)C=C(C(=C2)F)F ((−)-1-[2-(4-chloro-phenyl)-5,6-difluoro-benzoimidazol-1-yl]-1-cyclohexyl-2-methyl-propan-2-ol), FC1=CC=C(C#N)C=C1 (4-fluorobenzonitrile), C[Si](C)(C)[N-][Si](C)(C)C.[K+] (potassium bis(trimethylsilyl)amide). The solvent is O1CCCC1 (tetrahydrofuran). Run at time 5 day. The product is ClC1=CC=C(C=C1)C1=NC2=C(N1C(C(OC1=CC=C(C#N)C=C1)(C)C)C1CCCCC1)C=C(C(=C2)F)F ((−)-4-{2-[2-(4-Chloro-phenyl)-5,6-difluoro-benzoimidazol-1-yl]-2-cyclohexyl-1,1-dimethyl-ethoxy}-benzonitrile). Reaction SMILES: [Cl:1][C:2]1[CH:7]=[CH:6][C:5]([C:8]2[N:12]([CH:13]([CH:18]3[CH2:23][CH2:22][CH2:21][CH2:20][CH2:19]3)[C:14]([CH3:17])([OH:16])[CH3:15])[C:11]3[CH:24]=[C:25]([F:29])[C:26]([F:28])=[CH:27][C:10]=3[N:9]=2)=[CH:4][CH:3]=1.F[C:31]1[CH:38]=[CH:37][C:34]([C:35]#[N:36])=[CH:33][CH:32]=1.C[Si]([N-][Si](C)(C)C)(C)C.[K+]>O1CCCC1>[Cl:1][C:2]1[CH:7]=[CH:6][C:5]([C:8]2[N:12]([CH:13]([CH:18]3[CH2:23][CH2:22][CH2:21][CH2:20][CH2:19]3)[C:14]([CH3:15])([CH3:17])[O:16][C:31]3[CH:38]=[CH:37][C:34]([C:35]#[N:36])=[CH:33][CH:32]=3)[C:11]3[CH:24]=[C:25]([F:29])[C:26]([F:28])=[CH:27][C:10]=3[N:9]=2)=[CH:4][CH:3]=1 |f:2.3|. Procedure details: A solution of 1.0 g (2.39 mmol) (−)-1-[2-(4-chloro-phenyl)-5,6-difluoro-benzoimidazol-1-yl]-1-cyclohexyl-2-methyl-propan-2-ol and 0.289 g (2.39 mmol) 4-fluorobenzonitrile (commercially available) in 10 ml anhydrous tetrahydrofuran was cooled down to 0° C. Then, 4.77 ml (2.39 mmol) potassium bis(trimethylsilyl)amide (0.5 M solution in toluene) were added dropwise to the reaction mixture. The cooling bath was removed and the reaction stirred at room temperature for 5 days. The yellow suspension wa... Starting materials: BrC=1C=CC(=C(C1)C1=NC2=CC=C(C=C2C=C1)C1=NC2=C(N1C1CCCCC1)C=CC(=C2)C(=O)O)O (2-[2-(5-Bromo-2-hydroxy-phenyl)-quinolin-6-yl]-1-cyclohexyl-1H-benzoimidazole-5-carboxylic acid), [OH-].[K+] (KOH), Compound 354e, C(C)(=O)C=1C=CC2=C(NC(CO2)=O)C1 (6-acetyl-4H-benzo[1,4]oxazin-3-one). The solvent is C(C)O (ethanol), C(C)O (ethanol). Product: C1(CCCCC1)N1C(=NC2=C1C=CC(=C2)C(=O)O)C=2C=C1C=CC(=NC1=CC2)C=2C=CC1=C(NC(CO1)=O)C2 (1-cyclohexyl-2-[2-(3-oxo-3,4-dihydro-2H-benzo[1,4]oxazin-6-yl)-quinolin-6-yl]-1H-benzoimidazole-5-carboxylic acid). Yield: 8.0%. Reaction SMILES: BrC1C=CC(O)=C([C:8]2[CH:17]=[CH:16][C:15]3[C:10](=[CH:11][CH:12]=[C:13]([C:18]4[N:22]([CH:23]5[CH2:28][CH2:27][CH2:26][CH2:25][CH2:24]5)[C:21]5[CH:29]=[CH:30][C:31]([C:33]([OH:35])=[O:34])=[CH:32][C:20]=5[N:19]=4)[CH:14]=3)[N:9]=2)C=1.C([C:40]1[CH:41]=[CH:42][C:43]2[O:48][CH2:47][C:46](=[O:49])[NH:45][C:44]=2[CH:50]=1)(=O)C.[OH-].[K+]>C(O)C>[CH:23]1([N:22]2[C:21]3[CH:29]=[CH:30][C:31]([C:33]([OH:35])=[O:34])=[CH:32][C:20]=3[N:19]=[C:18]2[C:13]2[CH:14]=[C:15]3[C:10](=[CH:11][CH:12]=2)[N:9]=[C:8]([C:40]2[CH:41]=[CH:42][C:43]4[O:48][CH2:47][C:46](=[O:49])[NH:45][C:44]=4[CH:50]=2)[CH:17]=[CH:16]3)[CH2:24][CH2:25][CH2:26][CH2:27][CH2:28]1 |f:2.3|. Procedure: Following the procedure and workup for Compound 354, Compound 354e (100 mg, 0.256 mmol) was reacted with 6-acetyl-4H-benzo[1,4]oxazin-3-one (0.256 mmol) in ethanol (2 mL) using 10% w/v KOH in ethanol (506 μL, 0.64 mmol) to produce the title compound (11 mg, 8% yield). Reactants: COc1ccc2c(c1)c(CCC(=O)NN)cn2Cc1ccccc1, COC(=O)CCc1cn(Cc2ccccc2)c2ccc(OC)cc12, NN. The product is COc1ccc2c(c1)c(CCC(=O)NN)cn2Cc1ccccc1, CO. As a reaction SMILES: [CH3:1][O:2][c:3]1[cH:4][c:5]2[c:6]([CH2:19][CH2:20][C:21](=[O:22])[NH:23][NH2:24])[cH:7][n:8]([CH2:12][c:13]3[cH:14][cH:15][cH:16][cH:17][cH:18]3)[c:9]2[cH:10][cH:11]1.[CH3:25][O:26][C:27](=[O:28])[CH2:29][CH2:30][c:31]1[c:32]2[c:33]([cH:34][cH:35][c:36]([O:37][CH3:38])[cH:39]2)[n:40]([CH2:41][c:42]2[cH:43][cH:44][cH:45][cH:46][cH:47]2)[cH:48]1.[NH2:49][NH2:50]>>[CH3:1][O:2][c:3]1[cH:4][c:5]2[c:6]([CH2:19][CH2:20][C:21](=[O:22])[NH:23][NH2:24])[cH:7][n:8]([CH2:12][c:13]3[cH:14][cH:15][cH:16][cH:17][cH:18]3)[c:9]2[cH:10][cH:11]1.[CH3:25][OH:26]. The reactants are C1(=CC(=CC2=CC(=CC=C12)S(=O)(=O)O)S(=O)(=O)O)S(=O)(=O)O (naphthalene-1,3,6-trisulphonic acid), [N+](=O)(O)[O-] (nitric acid), naphthalenetrisulphonic acids. Solvent: S(O)(O)(=O)=O (sulphuric acid), S(O)(O)(=O)=O (sulphuric acid). The product is C1=CC=CC2=CC=CC=C12 (naphthalene). As a reaction SMILES: [C:1]1(S(O)(=O)=O)[C:10]2[C:5](=[CH:6][C:7](S(O)(=O)=O)=[CH:8][CH:9]=2)[CH:4]=[C:3](S(O)(=O)=O)[CH:2]=1.[N+]([O-])(O)=O>S(=O)(=O)(O)O>[CH:9]1[C:10]2[C:5](=[CH:4][CH:3]=[CH:2][CH:1]=2)[CH:6]=[CH:7][CH:8]=1. Reported procedure: For example, the industrially important 8-nitronaphthalene-1,3,6-trisulphonic acid (nitro-T-acid) is prepared by nitrating the isomer mixture of naphthalenetrisulphonic acids which is obtained in the trisulphonation of naphthalene with sulphuric acid and oleum and contains, as the main constituent, naphthalene-1,3,6-trisulphonic acid, with nitric acid in sulphuric acid, as the solvent (see F.I.A.T., Final Report 1016, pages 32-39). In the preparation process known from the literature, a procedur... Reactants: CCN(C(C)C)C(C)C, CSc1nc(Cl)c(C#N)c(N2CCC(c3ccc(F)cc3)CC2)n1, NCCO, C1COCCO1. Yields the product CSc1nc(NCCO)c(C#N)c(N2CCC(c3ccc(F)cc3)CC2)n1. Reaction SMILES: [CH2:25]([N:26]([CH:27]([CH3:28])[CH3:29])[CH:30]([CH3:31])[CH3:32])[CH3:33].[Cl:1][c:2]1[n:3][c:4]([S:23][CH3:24])[n:5][c:6]([N:10]2[CH2:11][CH2:12][CH:13]([c:16]3[cH:17][cH:18][c:19]([F:22])[cH:20][cH:21]3)[CH2:14][CH2:15]2)[c:7]1[C:8]#[N:9].[NH2:34][CH2:35][CH2:36][OH:37].[O:38]1[CH2:39][CH2:40][O:41][CH2:42][CH2:43]1>>[c:2]1([NH:34][CH2:35][CH2:36][OH:37])[n:3][c:4]([S:23][CH3:24])[n:5][c:6]([N:10]2[CH2:11][CH2:12][CH:13]([c:16]3[cH:17][cH:18][c:19]([F:22])[cH:20][cH:21]3)[CH2:14][CH2:15]2)[c:7]1[C:8]#[N:9]. Reactants: O=S(=O)(O)Cl, ClCCl, O=[N+]([O-])c1ccc2c(c1)oc1ccccc12, O. Product: O=[N+]([O-])c1ccc2c(c1)oc1ccc(S(=O)(=O)Cl)cc12. Reaction SMILES: [Cl:17][S:18](=[O:19])(=[O:20])[OH:21].[Cl:23][CH2:24][Cl:25].[N+:1](=[O:2])([O-:3])[c:4]1[cH:5][cH:6][c:7]2[c:8]([o:9][c:10]3[c:11]2[cH:12][cH:13][cH:14][cH:15]3)[cH:16]1.[OH2:22]>>[N+:1](=[O:2])([O-:3])[c:4]1[cH:5][cH:6][c:7]2[c:8]([o:9][c:10]3[c:11]2[cH:12][c:13]([S:18]([Cl:17])(=[O:19])=[O:20])[cH:14][cH:15]3)[cH:16]1.